Dataset: the Open Reaction Database (ORD), a public repository of structured organic reaction records. Task: describe an organic reaction: reactants, conditions, products, and yield The reactants are C1(=CC=CS1)C(=O)C/C=C/C(=O)O (4-(2-thenoyl)crotonic acid), N,N'-carbonyldiimidazole, N1[C@H](C(=O)O)CCC1 (L-proline). The solvent is O1CCCC1 (tetrahydrofuran). Conditions: time 2 hour. The product is C1(=CC=CS1)C(=O)C/C=C/C(=O)N1[C@H](C(=O)O)CCC1 (1-[4-(2-thenoyl)crotonyl]-L-proline). RXN SMILES: [C:1]1([C:6]([CH2:8]/[CH:9]=[CH:10]/[C:11]([OH:13])=O)=[O:7])[S:5][CH:4]=[CH:3][CH:2]=1.[NH:14]1[CH2:21][CH2:20][CH2:19][C@H:15]1[C:16]([OH:18])=[O:17]>O1CCCC1>[C:1]1([C:6]([CH2:8]/[CH:9]=[CH:10]/[C:11]([N:14]2[CH2:21][CH2:20][CH2:19][C@H:15]2[C:16]([OH:18])=[O:17])=[O:13])=[O:7])[S:5][CH:4]=[CH:3][CH:2]=1. Procedure details: To a mixture of 0.01 mole of 4-(2-thenoyl)crotonic acid in 50 ml. of tetrahydrofuran is added 0.011 mole of N,N'-carbonyldiimidazole. After stirring for 2 hours, L-proline (0.01 mole) is added and the mixture is stirred for 24 hours at room temperature and refluxed for one hour to give 1-[4-(2-thenoyl)crotonyl]-L-proline.